The task is: describe an organic reaction: reactants, conditions, products, and yield. This data is from the Open Reaction Database (ORD), a public repository of structured organic reaction records. Starting materials: COC=1C=C(C=C(C1OC)OC)NC1=NC(=CN=C1)Cl (2-(3,4,5-trimethoxyphenylamino)-6-chloropyrazine), OC1=CC=NC=C1 (4-hydroxypyridine). Yields the product N1=CC=C(C=C1)OC1=CN=CC(=N1)NC1=CC(=C(C(=C1)OC)OC)OC (6-(Pyridin-4-yloxy)-N-(3,4,5-trimethoxyphenyl)pyrazin-2-amine). Isolated yield 50.0%. Reaction SMILES: [CH3:1][O:2][C:3]1[CH:4]=[C:5]([NH:13][C:14]2[CH:19]=[N:18][CH:17]=[C:16](Cl)[N:15]=2)[CH:6]=[C:7]([O:11][CH3:12])[C:8]=1[O:9][CH3:10].[OH:21][C:22]1[CH:27]=[CH:26][N:25]=[CH:24][CH:23]=1>>[N:25]1[CH:26]=[CH:27][C:22]([O:21][C:16]2[N:15]=[C:14]([NH:13][C:5]3[CH:4]=[C:3]([O:2][CH3:1])[C:8]([O:9][CH3:10])=[C:7]([O:11][CH3:12])[CH:6]=3)[CH:19]=[N:18][CH:17]=2)=[CH:23][CH:24]=1. Reported procedure: Using Method X with 150 mg of 2-(3,4,5-trimethoxyphenylamino)-6-chloropyrazine and 4-hydroxypyridine, the title compound was obtained (89 mg). Yield: 50%. 1H NMR (250 MHz, DMSO-d6) δ 3.64 (s, 3H), 3.79 (s, 6H), 6.29 (d, 2H, J=7.9 Hz), 7.07 (s, 2H), 8.19 (s, 1H), 8.32 (s, 1H), 8.43 (d, 2H, J=8.0 Hz), 9.91 (bs, 1H). 13C NMR (62.9 MHz, DMSO-d6) δ 55.61, 60.11, 96.50, 117.94, 121.98, 132.71, 132.79, 135.77, 136.52, 145.43, 150.31, 152.85, 178.22. m/z 355.1 [(M+H)+ calcd for C18H18N4O4 354.1].